The task is: describe an organic reaction: reactants, conditions, products, and yield. This data is from the Open Reaction Database (ORD), a public repository of structured organic reaction records. Isolated yield 82.0%. The reactants are N1(CCOCC1)C(=O)Cl (N-morpholine carbonyl chloride), C1(=CC=CC=C1)C1=NC(=CC(=C1)C(=O)N1CCC(CC1)N1C[C@@H](CCC1)C(=O)N1CCNCC1)C1=CC=CC=C1 ((3R)-(2,6-Diphenyl-pyridin-4-yl)-[3-(piperazine-1-carbonyl)-[1,4′]bipiperidinyl-1′-yl]-methanone), N1(CCOCC1)C(=O)Cl (N-morpholine carbonyl chloride), C(C)(C)N(C(C)C)CC (N,N-diisopropylethylamine). Conditions: time 66 hour. Solvent: ClCCl (dichloromethane). Yields the product C1(=CC=CC=C1)C1=NC(=CC(=C1)C(=O)N1CCC(CC1)N1C[C@@H](CCC1)C(=O)N1CCN(CC1)C(=O)N1CCOCC1)C1=CC=CC=C1 ((3R)-(2,6-Diphenyl-pyridin-4-yl)-{3-[4-(morpholine-4-carbonyl)-piperazine-1-carbonyl]-[1,4′]bipiperidinyl-1′-yl}-methanone). Procedure details: (3R)-(2,6-Diphenyl-pyridin-4-yl)-[3-(piperazine-1-carbonyl)-[1,4′]bipiperidinyl-1′-yl]-methanone (0.507 mmol, 272 mg) was dissolved in anhydrous dichloromethane and N,N-diisopropylethylamine (2 eq. 180 μl) followed by N-morpholine carbonyl chloride (1 eq. 60 μl ) were added. After 3 hr a further aliquot of N-morpholine carbonyl chloride (40 μl) was added and the mixture was stirred at room temperature for 66 hr. The solution was washed with 0.1M sodium hydroxide solution, dried over anhydrous so... As a reaction SMILES: [C:1]1([C:7]2[CH:12]=[C:11]([C:13]([N:15]3[CH2:20][CH2:19][CH:18]([N:21]4[CH2:26][CH2:25][CH2:24][C@@H:23]([C:27]([N:29]5[CH2:34][CH2:33][NH:32][CH2:31][CH2:30]5)=[O:28])[CH2:22]4)[CH2:17][CH2:16]3)=[O:14])[CH:10]=[C:9]([C:35]3[CH:40]=[CH:39][CH:38]=[CH:37][CH:36]=3)[N:8]=2)[CH:6]=[CH:5][CH:4]=[CH:3][CH:2]=1.C(N(CC)C(C)C)(C)C.[N:50]1([C:56](Cl)=[O:57])[CH2:55][CH2:54][O:53][CH2:52][CH2:51]1>ClCCl>[C:1]1([C:7]2[CH:12]=[C:11]([C:13]([N:15]3[CH2:16][CH2:17][CH:18]([N:21]4[CH2:26][CH2:25][CH2:24][C@@H:23]([C:27]([N:29]5[CH2:34][CH2:33][N:32]([C:56]([N:50]6[CH2:55][CH2:54][O:53][CH2:52][CH2:51]6)=[O:57])[CH2:31][CH2:30]5)=[O:28])[CH2:22]4)[CH2:19][CH2:20]3)=[O:14])[CH:10]=[C:9]([C:35]3[CH:36]=[CH:37][CH:38]=[CH:39][CH:40]=3)[N:8]=2)[CH:6]=[CH:5][CH:4]=[CH:3][CH:2]=1.